This data is from the Open Reaction Database (ORD), a public repository of structured organic reaction records. The task is: describe an organic reaction: reactants, conditions, products, and yield Reactants: C1(CCCCC1)C=1C=2C=CC(=CC2N2CCC(N(C3=C(C21)C=CC=C3)CCN(C)C)=O)C(=O)OC (methyl 14-cyclohexyl-5-[2-(dimethylamino)ethyl]-6-oxo-5,6,7,8-tetrahydroindolo[1,2-e][1,5]benzodiazocine-11-carboxylate), [OH-].[Na+] (NaOH), S(C)C (Me2S), CO (MeOH). Run in C1CCOC1 (THF). Reaction conditions: time 8 hour. Product: C1(CCCCC1)C=1C=2C=CC(=CC2N2CCCN(C3=C(C21)C=CC=C3)CCN(C)C)C(=O)O (14-cyclohexyl-5-[2-(dimethylamino)ethyl]-5,6,7,8-tetrahydroindolo[1,2-e][1,5]benzodiazocine-11-carboxylic Acid). The yield is 24.0%. As a reaction SMILES: [CH:1]1([C:7]2[C:8]3[CH:9]=[CH:10][C:11]([C:32]([O:34]C)=[O:33])=[CH:12][C:13]=3[N:14]3[C:21]=2[C:20]2[CH:22]=[CH:23][CH:24]=[CH:25][C:19]=2[N:18]([CH2:26][CH2:27][N:28]([CH3:30])[CH3:29])[C:17](=O)[CH2:16][CH2:15]3)[CH2:6][CH2:5][CH2:4][CH2:3][CH2:2]1.S(C)C.CO.[OH-].[Na+]>C1COCC1>[CH:1]1([C:7]2[C:8]3[CH:9]=[CH:10][C:11]([C:32]([OH:34])=[O:33])=[CH:12][C:13]=3[N:14]3[C:21]=2[C:20]2[CH:22]=[CH:23][CH:24]=[CH:25][C:19]=2[N:18]([CH2:26][CH2:27][N:28]([CH3:30])[CH3:29])[CH2:17][CH2:16][CH2:15]3)[CH2:2][CH2:3][CH2:4][CH2:5][CH2:6]1 |f:3.4|. Procedure: To a solution of methyl 14-cyclohexyl-5-[2-(dimethylamino)ethyl]-6-oxo-5,6,7,8-tetrahydroindolo[1,2-e][1,5]benzodiazocine-11-carboxylate (prepared as described in Example 8, Step 7) in THF (0.1 M), BH3.Me2S (20 eq, 2 M solution in THF) was added. The solution was stirred overnight at RT. MeOH was carefully added to the mixture to quench the reaction, followed by an excess of 1 N NaOH (>10 eq). The mixture was heated at 60° C. for 12 h. The solvent was evaporated in vacuo. The crude was then puri... Starting materials: CO, CC(C)Oc1cc(C(=O)NC2CCN(C)CC2)ccc1[N+](=O)[O-], [H][H]. Product: CC(C)Oc1cc(C(=O)NC2CCN(C)CC2)ccc1N. RXN SMILES: [CH3:26][OH:27].[CH:1]([CH3:2])([CH3:3])[O:4][c:5]1[cH:6][c:7]([C:8](=[O:9])[NH:10][CH:11]2[CH2:12][CH2:13][N:14]([CH3:17])[CH2:15][CH2:16]2)[cH:18][cH:19][c:20]1[N+:21]([O-:22])=[O:23].[H:24][H:25]>>[CH:1]([CH3:2])([CH3:3])[O:4][c:5]1[cH:6][c:7]([C:8](=[O:9])[NH:10][CH:11]2[CH2:12][CH2:13][N:14]([CH3:17])[CH2:15][CH2:16]2)[cH:18][cH:19][c:20]1[NH2:21]. Starting materials: C(CCC)[Li] (n-Butyllithium), BrC=1C=NC=CC1 (3-bromopyridine), N1=C(C=CC=C1)N1CCN(CC1)C1CCC(CC1)=O (4-[4-(2-pyridinyl)-1-piperazinyl]cyclohexanone). The solvent is C(C)OCC (diethyl ether), O1CCCC1 (tetrahydrofuran). Reaction conditions: time 30 minute. Yields the product N1=CC(=CC=C1)C1(CCC(CC1)N1CCN(CC1)C1=NC=CC=C1)O (1-(3-Pyridinyl)-4-[4-(2-pyridinyl)-1-piperazinyl]cyclohexanol). As a reaction SMILES: Br[C:2]1[CH:3]=[N:4][CH:5]=[CH:6][CH:7]=1.C([Li])CCC.[N:13]1[CH:18]=[CH:17][CH:16]=[CH:15][C:14]=1[N:19]1[CH2:24][CH2:23][N:22]([CH:25]2[CH2:30][CH2:29][C:28](=[O:31])[CH2:27][CH2:26]2)[CH2:21][CH2:20]1>C(OCC)C.O1CCCC1>[N:4]1[CH:5]=[CH:6][CH:7]=[C:2]([C:28]2([OH:31])[CH2:29][CH2:30][CH:25]([N:22]3[CH2:23][CH2:24][N:19]([C:14]4[CH:15]=[CH:16][CH:17]=[CH:18][N:13]=4)[CH2:20][CH2:21]3)[CH2:26][CH2:27]2)[CH:3]=1. Reported procedure: A solution of 4.74 g (30 mmol) of 3-bromopyridine in 100 ml of diethyl ether is cooled to --78° C. under a nitrogen atmosphere. n-Butyllithium (18.75 ml, 30 mmol) is added dropwise. The resulting suspension is stirred for 30 minutes. To this solution is added a solution of 5.19 g of 4-[4-(2-pyridinyl)-1-piperazinyl]cyclohexanone in 175 ml of tetrahydrofuran dropwise. The cold bath is removed and the mixture is allowed to warm to room temperature and quenched with 50 ml of saturated ammonium chlo... Reactants: CCOC(C)=O, COc1c(C)c(NCc2ccccc2)c2c(c1C)C(c1ccc(C(C)C)cc1)C(C)(C)O2, CCCCCC. The product is COc1c(C)c(N)c2c(c1C)C(c1ccc(C(C)C)cc1)C(C)(C)O2. RXN SMILES: [C:39]([O:40][CH2:41][CH3:42])(=[O:43])[CH3:44].[CH2:1]([c:2]1[cH:3][cH:4][cH:5][cH:6][cH:7]1)[NH:8][c:9]1[c:10]([CH3:32])[c:11]([O:30][CH3:31])[c:12]([CH3:29])[c:13]2[c:17]1[O:16][C:15]([CH3:18])([CH3:19])[CH:14]2[c:20]1[cH:21][cH:22][c:23]([CH:26]([CH3:27])[CH3:28])[cH:24][cH:25]1.[CH3:33][CH2:34][CH2:35][CH2:36][CH2:37][CH3:38]>>[NH2:8][c:9]1[c:10]([CH3:32])[c:11]([O:30][CH3:31])[c:12]([CH3:29])[c:13]2[c:17]1[O:16][C:15]([CH3:18])([CH3:19])[CH:14]2[c:20]1[cH:21][cH:22][c:23]([CH:26]([CH3:27])[CH3:28])[cH:24][cH:25]1. Starting materials: C(C)(=O)NC=1C=C2C(C(=O)N(C2=O)C(CC(=O)O)C2=CC(=C(C=C2)OC)OC2CCCC2)=CC1 (3-(4-acetoamidophthalimido)-3-(3-cyclopentyloxy-4-methoxyphenyl)propanoic acid), C(=O)(N1C=NC=C1)N1C=NC=C1 (carbonyldiimidazole), Cl.NO (hydroxylamine hydrochloride). Run in O1CCCC1 (tetrahydrofuran). Yields the product C(C)(=O)NC=1C=C2C(C(=O)N(C2=O)C(CC(=O)NO)C2=CC(=C(C=C2)OC)OC2CCCC2)=CC1 (3-(4-acetoamidophthalimido)-3-(3-cyclopentyloxy-4-methoxyphenyl)-N-hydroxypropionamide). The yield is 59.8%. RXN SMILES: [C:1]([NH:4][C:5]1[CH:6]=[C:7]2[C:12](=[O:13])[N:11]([CH:14]([C:19]3[CH:24]=[CH:23][C:22]([O:25][CH3:26])=[C:21]([O:27][CH:28]4[CH2:32][CH2:31][CH2:30][CH2:29]4)[CH:20]=3)[CH2:15][C:16]([OH:18])=O)[C:9](=[O:10])[C:8]2=[CH:33][CH:34]=1)(=[O:3])[CH3:2].C(N1C=CN=C1)(N1C=CN=C1)=O.Cl.[NH2:48][OH:49]>O1CCCC1>[C:1]([NH:4][C:5]1[CH:6]=[C:7]2[C:12](=[O:13])[N:11]([CH:14]([C:19]3[CH:24]=[CH:23][C:22]([O:25][CH3:26])=[C:21]([O:27][CH:28]4[CH2:29][CH2:30][CH2:31][CH2:32]4)[CH:20]=3)[CH2:15][C:16]([NH:48][OH:49])=[O:18])[C:9](=[O:10])[C:8]2=[CH:33][CH:34]=1)(=[O:3])[CH3:2] |f:2.3|. Procedure details: 3-(4-Acetoamidophthalimido)-3-(3-cyclopentyloxy-4-methoxyphenyl)-N-hydroxypropionamide was prepared by the procedure of Example 1 from 3-(4-acetoamidophthalimido)-3-(3-cyclopentyloxy-4-methoxyphenyl)propanoic acid (1.78 g, 3.82 mmol), carbonyldiimidazole (0.74 g, 4.6 mmol) and hydroxylamine hydrochloride (0.38 g, 5.3 mmol) in tetrahydrofuran (12 mL) to afford 3-(4-acetoamidophthalimido)-3-(3-cyclopentyloxy-4-methoxyphenyl)-N-hydroxypropionamide as a white solid (1.1 g, 60% yield): mp, 177–180° C... The reactants are O1CCN(CC1)C=1C(=NC=CN1)N (3-Morpholinopyrazin-2-amine), Na2HPO4, O (water), BrCC(=O)C1CN(C1)C(=O)OC(C)(C)C (tert-butyl 3-(2-bromoacetyl)azetidine-1-carboxylate). Solvent: CN(C)C=O (DMF). Run at temperature 100 celsius, time 3 hour. Product: O1CCN(CC1)C=1C=2N(C=CN1)C=C(N2)C2CN(C2)C(=O)OC(C)(C)C (tert-Butyl 3-(8-morpholinoimidazo[1,2-a]pyrazin-2-yl)azetidine-1-carboxylate). As a reaction SMILES: [O:1]1[CH2:6][CH2:5][N:4]([C:7]2[C:8]([NH2:13])=[N:9][CH:10]=[CH:11][N:12]=2)[CH2:3][CH2:2]1.Br[CH2:15][C:16]([CH:18]1[CH2:21][N:20]([C:22]([O:24][C:25]([CH3:28])([CH3:27])[CH3:26])=[O:23])[CH2:19]1)=O.O>CN(C=O)C>[O:1]1[CH2:6][CH2:5][N:4]([C:7]2[C:8]3[N:9]([CH:15]=[C:16]([CH:18]4[CH2:21][N:20]([C:22]([O:24][C:25]([CH3:28])([CH3:27])[CH3:26])=[O:23])[CH2:19]4)[N:13]=3)[CH:10]=[CH:11][N:12]=2)[CH2:3][CH2:2]1. Procedure: To a solution of compound 1b (2.4 g, 13 mmol) in DMF (20 mL), Na2HPO4 (4.7 g, 33 mmol) was added followed by tert-butyl 3-(2-bromoacetyl)azetidine-1-carboxylate (6.0, 21 mmol). The resulting mixture was stirred at 100° C. for 3 h. The reaction mixture was allowed to cool to rt and water (50 mL) was added. The aqueous layer was extracted with EtOAc (3×25 mL). The combined EtOAc layers were dried over Na2SO4, filtered, and concentrated. The residue obtained was purified by flash column chromatogra...